From a dataset of the Open Reaction Database (ORD), a public repository of structured organic reaction records. describe an organic reaction: reactants, conditions, products, and yield Reactants: dipeptide, N([C@@H](CC(C)C)C(=O)N[C@@H](C)C(=O)OCC1=CC=CC=C1)C(=O)OC(C)(C)C (Boc-Leu-Ala-OBzl). Solvent: FC(C(=O)O)(F)F (trifluoroacetic acid). Reaction conditions: time 15 minute. The product is N([C@@H](CC(C)C)C(=O)N[C@@H](C)C(=O)OCC1=CC=CC=C1)C(=O)OC(C)(C)C (Boc-Leu-Ala-OBzl), N[C@@H](CC(C)C)C(=O)N[C@@H](C)C(=O)OCC1=CC=CC=C1 (H-Leu-Ala-OBzl). Reaction SMILES: [NH:1]([C:22]([O:24][C:25]([CH3:28])([CH3:27])[CH3:26])=[O:23])[C@H:2]([C:7]([NH:9][C@H:10]([C:12]([O:14][CH2:15][C:16]1[CH:21]=[CH:20][CH:19]=[CH:18][CH:17]=1)=[O:13])[CH3:11])=[O:8])[CH2:3][CH:4]([CH3:6])[CH3:5]>FC(F)(F)C(O)=O>[NH:1]([C:22]([O:24][C:25]([CH3:28])([CH3:27])[CH3:26])=[O:23])[C@H:2]([C:7]([NH:9][C@H:10]([C:12]([O:14][CH2:15][C:16]1[CH:17]=[CH:18][CH:19]=[CH:20][CH:21]=1)=[O:13])[CH3:11])=[O:8])[CH2:3][CH:4]([CH3:6])[CH3:5].[NH2:1][C@H:2]([C:7]([NH:9][C@H:10]([C:12]([O:14][CH2:15][C:16]1[CH:17]=[CH:18][CH:19]=[CH:20][CH:21]=1)=[O:13])[CH3:11])=[O:8])[CH2:3][CH:4]([CH3:5])[CH3:6]. Procedure details: Boc-Leu-Ala-OBzl was prepared by the procedure for dipeptide synthesis in Example 2. Boc-Leu-Ala-OBzl (23.7 g, 57.7 mmoles) was dissolved in 40 mL of anhydrous trifluoroacetic acid. After 15 min, excess trifluoroacetic acid was removed by evaporation and the residue was treated with ether to yield H-Leu-Ala-OBzl.trifluoroacetic acid as a crystalline product (22.8 g). The reactants are ClC(Cl)Cl, CSc1cc(F)c2ncc(C(=O)NCc3ccc(Cl)cc3)c(O)c2c1, O=C(OO)c1cccc(Cl)c1, [Na+], CN(C)C=O, O=S([O-])O. Yields the product CS(=O)c1cc(F)c2ncc(C(=O)NCc3ccc(Cl)cc3)c(O)c2c1. Reaction SMILES: [CH:47]([Cl:48])([Cl:49])[Cl:50].[Cl:1][c:2]1[cH:3][cH:4][c:5]([CH2:6][NH:7][C:8](=[O:9])[c:10]2[cH:11][n:12][c:13]3[c:14]([F:23])[cH:15][c:16]([S:21][CH3:22])[cH:17][c:18]3[c:19]2[OH:20])[cH:24][cH:25]1.[Cl:31][c:32]1[cH:33][cH:34][cH:35][c:36]([C:37]([O:38][OH:39])=[O:40])[cH:41]1.[Na+:46].[O:26]=[CH:27][N:28]([CH3:29])[CH3:30].[S:42](=[O:43])([OH:44])[O-:45]>>[Cl:1][c:2]1[cH:3][cH:4][c:5]([CH2:6][NH:7][C:8](=[O:9])[c:10]2[cH:11][n:12][c:13]3[c:14]([F:23])[cH:15][c:16]([S:21]([CH3:22])=[O:26])[cH:17][c:18]3[c:19]2[OH:20])[cH:24][cH:25]1. Reactants: CC(C)(C)OC(=O)CBr, [H-], [Na+], CN(C)C=O, O, Oc1cccnc1. Product: CC(C)(C)OC(=O)COc1cccnc1. Reaction SMILES: [Br:10][CH2:11][C:12](=[O:13])[O:14][C:15]([CH3:16])([CH3:17])[CH3:18].[H-:1].[Na+:2].[O:20]=[CH:21][N:22]([CH3:23])[CH3:24].[OH2:19].[OH:3][c:4]1[cH:5][n:6][cH:7][cH:8][cH:9]1>>[O:3]([c:4]1[cH:5][n:6][cH:7][cH:8][cH:9]1)[CH2:11][C:12](=[O:13])[O:14][C:15]([CH3:16])([CH3:17])[CH3:18]. Starting materials: C(CC)C1=NC2=C(N1CC1=CC=C(C=C1)C=1C(=CC=CC1)C(=O)OC(C)(C)C)C=C1C=CC=CC1=C2 (tert.butyl 4'-[(2-n-propyl-naphtho[2,3-d]imidazol-1-yl)-methyl]biphenyl-2-carboxylate), FC(C(=O)O)(F)F (trifluoroacetic acid). Run in C(Cl)Cl (methylene chloride). Yields the product C(CC)C1=NC2=C(N1CC1=CC=C(C=C1)C=1C(=CC=CC1)C(=O)O)C=C1C=CC=CC1=C2 (4'-[(2-n-Propyl-naphtho[2,3-d]imidazol-1-yl)-methyl]biphenyl-2-carboxylic acid). As a reaction SMILES: [CH2:1]([C:4]1[N:8]([CH2:9][C:10]2[CH:15]=[CH:14][C:13]([C:16]3[C:17]([C:22]([O:24]C(C)(C)C)=[O:23])=[CH:18][CH:19]=[CH:20][CH:21]=3)=[CH:12][CH:11]=2)[C:7]2[CH:29]=[C:30]3[C:35](=[CH:36][C:6]=2[N:5]=1)[CH:34]=[CH:33][CH:32]=[CH:31]3)[CH2:2][CH3:3].FC(F)(F)C(O)=O>C(Cl)Cl>[CH2:1]([C:4]1[N:8]([CH2:9][C:10]2[CH:15]=[CH:14][C:13]([C:16]3[C:17]([C:22]([OH:24])=[O:23])=[CH:18][CH:19]=[CH:20][CH:21]=3)=[CH:12][CH:11]=2)[C:7]2[CH:29]=[C:30]3[C:35](=[CH:36][C:6]=2[N:5]=1)[CH:34]=[CH:33][CH:32]=[CH:31]3)[CH2:2][CH3:3]. Reported procedure: Prepared in analogous manner to Example 9 from tert.butyl 4'-[(2-n-propyl-naphtho[2,3-d]imidazol-1-yl)-methyl]biphenyl-2-carboxylate and trifluoroacetic acid in methylene chloride. Reactants: CN(C)C=O, NC(=O)N1CCCN(NC(=O)OCc2ccccc2)C1=O. Product: NC(=O)N1CCCN(N)C1=O. As a reaction SMILES: [CH3:22][N:23]([CH3:24])[CH:25]=[O:26].[O:1]=[C:2]1[N:3]([C:19](=[O:20])[NH2:21])[CH2:4][CH2:5][CH2:6][N:7]1[NH:8][C:9]([O:10][CH2:11][c:12]1[cH:13][cH:14][cH:15][cH:16][cH:17]1)=[O:18]>>[O:1]=[C:2]1[N:3]([C:19](=[O:20])[NH2:21])[CH2:4][CH2:5][CH2:6][N:7]1[NH2:8]. The reactants are CCOC(=O)C (EtOAc), S(N)(O)(=O)=O (Sulfamic acid), COC1=C(C(=CC=C1)C=O)C1=CC(=CC=C1)C(=O)OCC (2-methoxy-3'-carboethoxy-[1,1'-biphenyl]-6-carboxaldehyde), Cl(=O)[O-].[Na+] (sodium chlorite). Run in O (water), O (H2O), C1CCOC1 (THF), O (H2O). Run at temperature 0 celsius, time 15 minute. Yields the product COC1=C(C(=CC=C1)C(=O)O)C1=CC(=CC=C1)C(=O)OCC (2-methoxy-3'-carboethoxy-[1,1'-biphenyl]-6-carboxylic acid). Yield: 63.0%. RXN SMILES: [CH3:1][O:2][C:3]1[CH:8]=[CH:7][CH:6]=[C:5]([CH:9]=[O:10])[C:4]=1[C:11]1[CH:16]=[CH:15][CH:14]=[C:13]([C:17]([O:19][CH2:20][CH3:21])=[O:18])[CH:12]=1.S(=O)(=O)([OH:24])N.Cl([O-])=O.[Na+].CCOC(C)=O>C1COCC1.O>[CH3:1][O:2][C:3]1[CH:8]=[CH:7][CH:6]=[C:5]([C:9]([OH:24])=[O:10])[C:4]=1[C:11]1[CH:16]=[CH:15][CH:14]=[C:13]([C:17]([O:19][CH2:20][CH3:21])=[O:18])[CH:12]=1 |f:2.3|. Procedure: Aldehyde 4a (0.512 g., 1.80 mmol, 1 equiv.) is dissolved in 17 mL of THF and 13 mL of H2O. The solution is cooled to 0° C. Sulfamic acid (0.525 g., 5.41 mmol, 3 equiv. ) is then added, followed by a solution of sodium chlorite (80% tech., 0.612 g., 5.41 mmol, 3 equiv. ) in 4 mL of H2O. The mixture is stirred for 15 min. at 0° C., and then poured into EtOAc and water. The aqueous layer is extracted thrice with EtOAc, and the combined organic-phase is washed with brine. The organic phase is dried ...